This data is from the Open Reaction Database (ORD), a public repository of structured organic reaction records. The task is: describe an organic reaction: reactants, conditions, products, and yield Starting materials: [BH4-], COc1cc(C(=O)CSc2nc3cc(C(=O)N(CC(C)C)CC(C)C)ccc3n2CCCN(C)CCc2ccccn2)cc(OC)c1OC, CO, [Na+]. The product is COc1cc(C(O)CSc2nc3cc(C(=O)N(CC(C)C)CC(C)C)ccc3n2CCCN(C)CCc2ccccn2)cc(OC)c1OC. As a reaction SMILES: [BH4-:1].[CH2:3]([CH:4]([CH3:5])[CH3:6])[N:7]([C:8](=[O:9])[c:10]1[cH:11][c:12]2[c:13]([n:14]([CH2:33][CH2:34][CH2:35][N:36]([CH2:37][CH2:38][c:39]3[n:40][cH:41][cH:42][cH:43][cH:44]3)[CH3:45])[c:15]([S:17][CH2:18][C:19]([c:20]3[cH:21][c:22]([O:30][CH3:31])[c:23]([O:28][CH3:29])[c:24]([O:26][CH3:27])[cH:25]3)=[O:32])[n:16]2)[cH:46][cH:47]1)[CH2:48][CH:49]([CH3:50])[CH3:51].[CH3:52][OH:53].[Na+:2]>>[CH2:3]([CH:4]([CH3:5])[CH3:6])[N:7]([C:8](=[O:9])[c:10]1[cH:11][c:12]2[c:13]([n:14]([CH2:33][CH2:34][CH2:35][N:36]([CH2:37][CH2:38][c:39]3[n:40][cH:41][cH:42][cH:43][cH:44]3)[CH3:45])[c:15]([S:17][CH2:18][CH:19]([c:20]3[cH:21][c:22]([O:30][CH3:31])[c:23]([O:28][CH3:29])[c:24]([O:26][CH3:27])[cH:25]3)[OH:32])[n:16]2)[cH:46][cH:47]1)[CH2:48][CH:49]([CH3:50])[CH3:51].